From a dataset of the Open Reaction Database (ORD), a public repository of structured organic reaction records. describe an organic reaction: reactants, conditions, products, and yield Starting materials: O=CC1=CC=C(F)C=C1. The reagents and catalysts are O1BOC(C)(C)C1(C)C, N=1C=C(C(=C2C=CC3=C(N=CC(=C3C)C)C12)C)C, NC(C)(C)C, O1B(OC(C)(C)C1(C)C)B2OC(C)(C)C(O2)(C)C, C[OH2+].C[OH2+].C1CC=CCCC=C1.C1CC=CCCC=C1.[Ir].[Ir]. Run in O1CCCC1. Conditions: temperature 90 celsius, time 12 hour. The product is O=CC1=CC=C(F)C(=C1)B2OC(C)(C)C(O2)(C)C. Isolated yield 80.0%.